Dataset: the Open Reaction Database (ORD), a public repository of structured organic reaction records. Task: describe an organic reaction: reactants, conditions, products, and yield The reactants are CC(C)(C)OC(=O)NC1CCNC1, O=C(Cl)Oc1ccccc1, ClCCl, c1ccncc1. Product: CC(C)(C)OC(=O)NC1CCN(C(=O)Oc2ccccc2)C1. RXN SMILES: [C:17]([CH3:18])([CH3:19])([CH3:20])[O:21][C:22]([NH:23][CH:24]1[CH2:25][NH:26][CH2:27][CH2:28]1)=[O:29].[Cl:1][C:2](=[O:3])[O:4][c:5]1[cH:6][cH:7][cH:8][cH:9][cH:10]1.[Cl:30][CH2:31][Cl:32].[cH:11]1[cH:12][cH:13][n:14][cH:15][cH:16]1>>[C:2](=[O:3])([O:4][c:5]1[cH:6][cH:7][cH:8][cH:9][cH:10]1)[N:26]1[CH2:25][CH:24]([NH:23][C:22]([O:21][C:17]([CH3:18])([CH3:19])[CH3:20])=[O:29])[CH2:28][CH2:27]1.